From a dataset of the Open Reaction Database (ORD), a public repository of structured organic reaction records. describe an organic reaction: reactants, conditions, products, and yield Starting materials: FC(C(=O)O)(F)F (Trifluoroacetic acid), CC1(CN2C(O1)=NC(=C2)[N+](=O)[O-])CCC(=O)OC(C)(C)C (tert-butyl 3-(2-methyl-6-nitro-2,3-dihydroimidazo[2,1-b]oxazol-2-yl)propionate). Solvent: C(Cl)Cl (methylene chloride). Run at time 30 minute. The product is CC1(CN2C(O1)=NC(=C2)[N+](=O)[O-])CCC(=O)O (3-(2-methyl-6-nitro-2,3-dihydroimidazo[2,1-b]oxazol-2-yl)propionic acid). The yield is 51.4%. Reaction SMILES: FC(F)(F)C(O)=O.[CH3:8][C:9]1([CH2:20][CH2:21][C:22]([O:24]C(C)(C)C)=[O:23])[O:13][C:12]2=[N:14][C:15]([N+:17]([O-:19])=[O:18])=[CH:16][N:11]2[CH2:10]1>C(Cl)Cl>[CH3:8][C:9]1([CH2:20][CH2:21][C:22]([OH:24])=[O:23])[O:13][C:12]2=[N:14][C:15]([N+:17]([O-:19])=[O:18])=[CH:16][N:11]2[CH2:10]1. Procedure: Trifluoroacetic acid (2 ml) was added to a solution of tert-butyl 3-(2-methyl-6-nitro-2,3-dihydroimidazo[2,1-b]oxazol-2-yl) propionate prepared in Example 44 (0.72 g, 2.42 mmol) in methylene chloride (14 ml) followed by stirring at room temperature for 30 minutes. The reaction mixture was concentrated under reduced pressure. The residue was crystallized from ethanol-methylene chloride to afford 3-(2-methyl-6-nitro-2,3-dihydroimidazo[2,1-b]oxazol-2-yl)propionic acid (0.30 g, 51%) as a light yello... Starting materials: CCOC(=O)CNc1ccccc1, CC(=O)OC=O, O. Product: CCOC(=O)CN(C=O)c1ccccc1. RXN SMILES: [CH2:1]([CH3:2])[O:3][C:4]([CH2:5][NH:6][c:7]1[cH:8][cH:9][cH:10][cH:11][cH:12]1)=[O:13].[CH:14](=[O:15])[O:16][C:17](=[O:18])[CH3:19].[OH2:20]>>[CH2:1]([CH3:2])[O:3][C:4]([CH2:5][N:6]([c:7]1[cH:8][cH:9][cH:10][cH:11][cH:12]1)[CH:14]=[O:15])=[O:13].